This data is from the Open Reaction Database (ORD), a public repository of structured organic reaction records. The task is: describe an organic reaction: reactants, conditions, products, and yield Reactants: COc1ccc(C(=O)Nc2cc(-c3ccncc3)ccc2NC(=O)OC(C)(C)C)cc1, ClCCl, OO. Product: COc1ccc(C(=O)Nc2cc(-c3cc[n+]([O-])cc3)ccc2NC(=O)OC(C)(C)C)cc1. Reaction SMILES: [CH3:1][O:2][c:3]1[cH:4][cH:5][c:6]([C:7](=[O:8])[NH:9][c:10]2[c:11]([NH:22][C:23]([O:24][C:25]([CH3:26])([CH3:27])[CH3:28])=[O:29])[cH:12][cH:13][c:14](-[c:16]3[cH:17][cH:18][n:19][cH:20][cH:21]3)[cH:15]2)[cH:30][cH:31]1.[Cl:34][CH2:35][Cl:36].[OH:32][OH:33]>>[CH3:1][O:2][c:3]1[cH:4][cH:5][c:6]([C:7](=[O:8])[NH:9][c:10]2[c:11]([NH:22][C:23]([O:24][C:25]([CH3:26])([CH3:27])[CH3:28])=[O:29])[cH:12][cH:13][c:14](-[c:16]3[cH:17][cH:18][n+:19]([O-:32])[cH:20][cH:21]3)[cH:15]2)[cH:30][cH:31]1.